Dataset: the Open Reaction Database (ORD), a public repository of structured organic reaction records. Task: describe an organic reaction: reactants, conditions, products, and yield Reactants: [H-].[Al+3].[Li+].[H-].[H-].[H-] (Lithium aluminium hydride), solution, O.O.O.O.O.O.O.O.O.O.S(=O)(=O)([O-])[O-].[Na+].[Na+] (sodium sulfate decahydrate), Weinreb amide, C(C)(C)(C)OC(=O)N[C@@H]([C@@H](C)CC)C(=O)O (N-t-butoxycarbonylisoleucine). The solvent is CCOCC (ether), CCOCC (ether). Reaction conditions: temperature -45 celsius. Yields the product C(C)(C)(C)OC(=O)N[C@@H]([C@@H](C)CC)C=O (N-t-Butoxycarbonyl isoleucinal). Isolated yield 95.0%. As a reaction SMILES: [C:1]([O:5][C:6]([NH:8][C@H:9]([C:14](O)=[O:15])[C@H:10]([CH2:12][CH3:13])[CH3:11])=[O:7])([CH3:4])([CH3:3])[CH3:2].[H-].[Al+3].[Li+].[H-].[H-].[H-].O.O.O.O.O.O.O.O.O.O.S([O-])([O-])(=O)=O.[Na+].[Na+]>CCOCC>[C:1]([O:5][C:6]([NH:8][C@H:9]([CH:14]=[O:15])[C@H:10]([CH2:12][CH3:13])[CH3:11])=[O:7])([CH3:2])([CH3:4])[CH3:3] |f:1.2.3.4.5.6,7.8.9.10.11.12.13.14.15.16.17.18.19|. Procedure: The Weinreb amide of N-t-butoxycarbonylisoleucine, prepared above, (1.98 g, 7.2 mmol) was dissolved in anhydrous ether (10 ml) and cooled to -45° C. Lithium aluminium hydride (10 ml of a 1N solution in ether, 10 mmol) was then added keeping the temperature below -35° C., after addition the solution was then allowed to warm to 5° C. The solution was then cooled to -45° C. and sodium sulfate decahydrate (5.00 g) added and the cooling bath removed. After 1 hour the solution was filtered through cel... The reactants are O=C([O-])[O-], CN(C)C=O, O=[N+]([O-])c1cnc(Cl)c(Cl)c1, [K+], [K+], O, OCC(F)(F)F. The product is O=[N+]([O-])c1cnc(OCC(F)(F)F)c(Cl)c1. As a reaction SMILES: [C:18](=[O:19])([O-:20])[O-:21].[CH3:25][N:26]([CH3:27])[CH:28]=[O:29].[Cl:1][c:2]1[n:3][cH:4][c:5]([N+:9](=[O:10])[O-:11])[cH:6][c:7]1[Cl:8].[K+:22].[K+:23].[OH2:24].[OH:12][CH2:13][C:14]([F:15])([F:16])[F:17]>>[c:2]1([O:12][CH2:13][C:14]([F:15])([F:16])[F:17])[n:3][cH:4][c:5]([N+:9](=[O:10])[O-:11])[cH:6][c:7]1[Cl:8]. The reactants are ClCCN1C(C(C2=CC=CC=C12)=O)=O (1-(2-Chloroethyl)-lH-indol-2,3-dione), Cl(=O)(=O)(=O)O (perchloric acid). The reagents and catalysts are [Pd] (palladium on charcoal). The solvent is C(C)(=O)O (acetic acid). The product is ClCCN1C(CC2=CC=CC=C12)=O (1-(2-chloroethyl)-1,3-dihydro-2H-indol-2-one). RXN SMILES: [Cl:1][CH2:2][CH2:3][N:4]1[C:12]2[C:7](=[CH:8][CH:9]=[CH:10][CH:11]=2)[C:6](=O)[C:5]1=[O:14].Cl(O)(=O)(=O)=O>C(O)(=O)C.[Pd]>[Cl:1][CH2:2][CH2:3][N:4]1[C:12]2[C:7](=[CH:8][CH:9]=[CH:10][CH:11]=2)[CH2:6][C:5]1=[O:14]. Procedure details: 1-(2-Chloroethyl)-lH-indol-2,3-dione (5.24 g) [C.A. Reg no. 77218-99-6] was suspended in acetic acid (50 ml) and hydrogenated at 60 p.s.i., at room temperature, in the presence of 70% perchloric acid (0.2 ml) and 5% palladium on charcoal (1 g) for 24 hours. The clear solution was filtered and concentrated under reduced pressure. The residue was purified by chromatography on silica gel, eluent chloroform, to give 1-(2-chloroethyl)-1,3-dihydro-2H-indol-2-one as a white solid. The reactants are N1=CC(=CC=C1)C=O (3-Pyridinecarboxaldehyde), Cl.C(C)ON (ethoxyamine, hydrochloride). RXN SMILES: [N:1]1[CH:6]=[CH:5][CH:4]=[C:3]([CH:7]=O)[CH:2]=1.Cl.[CH2:10]([O:12][NH2:13])[CH3:11]>CO>[CH2:10]([O:12][N:13]=[CH:7][C:3]1[CH:2]=[N:1][CH:6]=[CH:5][CH:4]=1)[CH3:11] |f:1.2|. The product is C(C)ON=CC=1C=NC=CC1 (3-pyridinecarboxaldehyde-O-ethyloxime). The solvent is CO (CH3OH). Procedure: 3-Pyridinecarboxaldehyde (10.7 100 mmol) and ethoxyamine, hydrochloride (10 g, 102.5 mmol) were dissolved in CH3OH (100 ml) and heated at reflux for three hours. The solvent was removed under vacuum and 10% aqueous Na2CO3 solution was added to the residue until the solution remained basic. The aqueous solution was extracted with EtOAc (3×100 ml), dried over MgSO4, filtered, and the solvent removed under vacuum. 13.2 g of 3-pyridinecarboxaldehyde-O-ethyloxime as a clear liquid was obtained 88% yi... Yield: 87.9%. Starting materials: CCO, [OH-], [OH-], CCOC(=O)N1CCC(O)(C[N+](=O)[O-])CC1, [Pd+2]. Yields the product CCOC(=O)N1CCC(O)(CN)CC1. RXN SMILES: [CH3:17][CH2:18][OH:19].[OH-:20].[OH-:22].[OH:1][C:2]1([CH2:13][N+:14]([O-:15])=[O:16])[CH2:3][CH2:4][N:5]([C:8](=[O:9])[O:10][CH2:11][CH3:12])[CH2:6][CH2:7]1.[Pd+2:21]>>[OH:1][C:2]1([CH2:13][NH2:14])[CH2:3][CH2:4][N:5]([C:8](=[O:9])[O:10][CH2:11][CH3:12])[CH2:6][CH2:7]1. Starting materials: O=C(n1ccnc1)n1ccnc1, CN(C)C=O, Nc1ccc(Cl)cc1, O=C(O)c1cc[n+]([O-])cc1. Yields the product O=C(Nc1ccc(Cl)cc1)c1cc[n+]([O-])cc1. RXN SMILES: [C:1]([n:2]1[cH:3][cH:4][n:5][cH:6]1)([n:7]1[cH:8][cH:9][n:10][cH:11]1)=[O:12].[CH3:31][N:32]([CH3:33])[CH:34]=[O:35].[Cl:23][c:24]1[cH:25][cH:26][c:27]([NH2:30])[cH:28][cH:29]1.[n+:13]1([O-:22])[cH:14][cH:15][c:16]([C:19](=[O:20])[OH:21])[cH:17][cH:18]1>>[n+:13]1([O-:22])[cH:14][cH:15][c:16]([C:19](=[O:21])[NH:30][c:27]2[cH:26][cH:25][c:24]([Cl:23])[cH:29][cH:28]2)[cH:17][cH:18]1.